Dataset: the Open Reaction Database (ORD), a public repository of structured organic reaction records. Task: describe an organic reaction: reactants, conditions, products, and yield Starting materials: C1(CC1)[Sn](CCCC)(CCCC)CCCC (cyclopropyltributyltin), C(#C)[Sn](CCCC)(CCCC)CCCC (ethynyltributyltin), C(C=C)[Sn](CCCC)(CCCC)CCCC (prop-2-enyltributyltin), COC1=CC=C(COC[Sn](CCCC)(CCCC)CCCC)C=C1 (4-methoxybenzyloxymethyltributyltin), C(C=C)[Sn](CCCC)(CCCC)CCCC (allyltributyltin), FC=C[Sn](CCCC)(CCCC)CCCC (fluorovinyltributyltin), FC(=C(F)F)[Sn](CCCC)(CCCC)CCCC (trifluorovinyltributyltin), C(C#CCC)[Sn](CCCC)(CCCC)CCCC (pent-2-ynyltributyltin). RXN SMILES: [CH:1]1([Sn:4]([CH2:13][CH2:14][CH2:15][CH3:16])([CH2:9][CH2:10][CH2:11][CH3:12])[CH2:5][CH2:6][CH2:7][CH3:8])CC1.FC=C[Sn](CCCC)(CCCC)CCCC.FC([Sn](CCCC)(CCCC)CCCC)=C(F)F.C([Sn](CCCC)(CCCC)CCCC)C=C.C([Sn](CCCC)(CCCC)CCCC)#C.C([Sn](CCCC)(CCCC)CCCC)C#CCC.COC1C=CC(COC[Sn](CCCC)(CCCC)CCCC)=CC=1>>[CH3:1][Sn:4]([CH2:5][CH2:6][CH2:7][CH3:8])([CH2:13][CH2:14][CH2:15][CH3:16])[CH2:9][CH2:10][CH2:11][CH3:12]. Procedure: cyclopropyltributyltin; fluorovinyltributyltin; trifluorovinyltributyltin; prop-2-enyltributyltin; ethynyltributyltin; pent-2-ynyltributyltin; allyltributyltin; and 4-methoxybenzyloxymethyltributyltin; there are obtained: Product: C[Sn](CCCC)(CCCC)CCCC (methyltributyltin). The reactants are hydrogen superoxide, C(C)SCCOC(=O)N(C(OC1=CC=CC=2CC(OC21)(C)C)=O)C (2,3-dihydro-2,2-dimethyl-7-benzofuranyl N-(2-ethylthioethoxycarbonyl)-N-methyl-carbamate), O (water). Solvent: C(C)(=O)O (acetic acid). Yields the product C(C)S(=O)CCOC(=O)N(C(OC1=CC=CC=2CC(OC21)(C)C)=O)C (2,3-Dihydro-2,2-dimethyl-7-benzofuranyl N-(2-ethylsulphinylethoxycarbonyl)-N-methyl-carbamate). Reaction SMILES: [CH2:1]([S:3][CH2:4][CH2:5][O:6][C:7]([N:9]([CH3:24])[C:10](=[O:23])[O:11][C:12]1[C:20]2[O:19][C:18]([CH3:22])([CH3:21])[CH2:17][C:16]=2[CH:15]=[CH:14][CH:13]=1)=[O:8])[CH3:2].[OH2:25]>C(O)(=O)C>[CH2:1]([S:3]([CH2:4][CH2:5][O:6][C:7]([N:9]([CH3:24])[C:10](=[O:23])[O:11][C:12]1[C:20]2[O:19][C:18]([CH3:21])([CH3:22])[CH2:17][C:16]=2[CH:15]=[CH:14][CH:13]=1)=[O:8])=[O:25])[CH3:2]. Procedure details: 2.7 ml of 40% strength hydrogen superoxide were added dropwise to 10.6 g (0.03 mol) of 2,3-dihydro-2,2-dimethyl-7-benzofuranyl N-(2-ethylthioethoxycarbonyl)-N-methyl-carbamate in 40 ml of glacial acetic acid at 0° C. The next day, the mixture was poured into 300 ml of water and extracted with methylene chloride. The solution was neutralized with sodium bicarbonate. After filtration, the organic phase was worked up as described in Example 1. Yield: 11 g of a colorless oil (98% of theory) of nD20 ... Reactants: OCC1=CC=C(C=C1)C1=CC=C(C=C1)NC(=O)[C@H]1CN2CCC1CC2 ((3R)-N-[4′-(hydroxymethyl)-1,1′-biphenyl-4-yl]-1-azabicyclo-[2.2.2]octane-3-carboxamide), C(C)(C)N=C=O (isopropyl isocyanate). The solvent is C1CCOC1.CN(C)C=O (THF DMF). Conditions: temperature 60 celsius, time 8 hour. Yields the product C(C)(C)NC(OCC1=CC=C(C=C1)C1=CC=C(C=C1)NC(=O)[C@H]1CN2CCC1CC2)=O ((4′-{[(3R)-1-Azabicyclo[2.2.2]oct-3-ylcarbonyl]amino}-1,1′-biphenyl-4-yl)methyl Isopropylcarbamate). RXN SMILES: [OH:1][CH2:2][C:3]1[CH:8]=[CH:7][C:6]([C:9]2[CH:14]=[CH:13][C:12]([NH:15][C:16]([C@@H:18]3[CH:23]4[CH2:24][CH2:25][N:20]([CH2:21][CH2:22]4)[CH2:19]3)=[O:17])=[CH:11][CH:10]=2)=[CH:5][CH:4]=1.[CH:26]([N:29]=[C:30]=[O:31])([CH3:28])[CH3:27]>C1COCC1.CN(C=O)C>[CH:26]([NH:29][C:30](=[O:31])[O:1][CH2:2][C:3]1[CH:8]=[CH:7][C:6]([C:9]2[CH:10]=[CH:11][C:12]([NH:15][C:16]([C@@H:18]3[CH:23]4[CH2:24][CH2:25][N:20]([CH2:21][CH2:22]4)[CH2:19]3)=[O:17])=[CH:13][CH:14]=2)=[CH:5][CH:4]=1)([CH3:28])[CH3:27] |f:2.3|. Procedure: 35 mg (0.10 mmol) of (3R)-N-[4′-(hydroxymethyl)-1,1′-biphenyl-4-yl]-1-azabicyclo-[2.2.2]octane-3-carboxamide are dissolved in 1 ml of a 1:1 THF/DMF mixture. 17 mg (0.21 mmol) of isopropyl isocyanate are added, and the mixture is stirred at 60° C. overnight. The solvent is removed under reduced pressure, and the crude product is purified by preparative HPLC. 23 mg (52% of theory) of the title compound are obtained. Reactants: Cl.C(C1=CC=CC=C1)N1CCC(=CC1)C1=C(O)C=C(C=C1O)C(C)C (2-(N-Benzyl-1,2,3,6-tetrahydro-4-pyridyl)-5-isopropyl resorcinol hydrochloride), [H][H] (hydrogen). The reagents and catalysts are [Pd] (Pd on carbon). Solvent: CO (methanol). Yields the product Cl.N1CCC(=CC1)C1=C(O)C=C(C=C1O)C(C)C (2-(1,2,3,6-Tetrahydro-4-pyridyl)-5-isopropyl resorcinol hydrochloride). Yield: 54.4%. Reaction SMILES: [ClH:1].C([N:9]1[CH2:14][CH:13]=[C:12]([C:15]2[C:21]([OH:22])=[CH:20][C:19]([CH:23]([CH3:25])[CH3:24])=[CH:18][C:16]=2[OH:17])[CH2:11][CH2:10]1)C1C=CC=CC=1.[H][H]>CO.[Pd]>[ClH:1].[NH:9]1[CH2:10][CH:11]=[C:12]([C:15]2[C:16]([OH:17])=[CH:18][C:19]([CH:23]([CH3:25])[CH3:24])=[CH:20][C:21]=2[OH:22])[CH2:13][CH2:14]1 |f:0.1,5.6|. Reported procedure: The product of Example XI (30.1 g) was suspended in 150 ml methanol and hydrogenated using 4 g of 5% Pd on carbon. After uptake of 1 mole hydrogen, the catalyst was filtered, the solution concentrated and the residue crystallized from isopropyl alcohol to give 12.27 g (52.5%) of product, m.p. 269°-271°. Reactants: FC1=NC2=CC=CC=C2C=C1B(O)O ((2-Fluoroquinolin-3-yl)boronic acid), CO (MeOH). Run in Cl (HCl). Conditions: time 1 hour. Yields the product COC1=NC2=CC=CC=C2C=C1B(O)O ((2-Methoxyquinolin-3-yl)boronic acid). Reaction SMILES: F[C:2]1[C:11]([B:12]([OH:14])[OH:13])=[CH:10][C:9]2[C:4](=[CH:5][CH:6]=[CH:7][CH:8]=2)[N:3]=1.[CH3:15][OH:16]>Cl>[CH3:15][O:16][C:2]1[C:11]([B:12]([OH:14])[OH:13])=[CH:10][C:9]2[C:4](=[CH:5][CH:6]=[CH:7][CH:8]=2)[N:3]=1. Procedure: (2-Fluoroquinolin-3-yl)boronic acid was dissolved in 1.25M HCl in MeOH and stirred for 1 hr at RT. The mixture was quenched with sat. aq. NaHCO3 solution and the mixture was extracted with DCM (3×). The organics were dried (Na2SO4) and concentrated under reduced pressure to yield the crude product as a pale yellow solid which was used in the next step without further purification. MS (ES) C10H10BNO3 requires: 203, found: 204 (M+H)+.